From a dataset of the Open Reaction Database (ORD), a public repository of structured organic reaction records. describe an organic reaction: reactants, conditions, products, and yield The reactants are CN(C)c1ccncc1, CCN(C(C)C)C(C)C, CC(C)(C)OC(=O)N1CCC(c2c[nH]c3c(Cl)cccc23)CC1, CN(C)C=O. The product is Clc1cccc2c(C3CCNCC3)c[nH]c12. RXN SMILES: [CH3:33][N:34]([CH3:35])[c:36]1[cH:37][cH:38][n:39][cH:40][cH:41]1.[CH:24]([N:25]([CH:26]([CH3:27])[CH3:28])[CH2:29][CH3:30])([CH3:31])[CH3:32].[Cl:1][c:2]1[cH:3][cH:4][cH:5][c:6]2[c:7]([CH:11]3[CH2:12][CH2:13][N:14]([C:17]([O:18][C:19]([CH3:20])([CH3:21])[CH3:22])=[O:23])[CH2:15][CH2:16]3)[cH:8][nH:9][c:10]12.[O:42]=[CH:43][N:44]([CH3:45])[CH3:46]>>[Cl:1][c:2]1[cH:3][cH:4][cH:5][c:6]2[c:7]([CH:11]3[CH2:12][CH2:13][NH:14][CH2:15][CH2:16]3)[cH:8][nH:9][c:10]12. The reactants are Sc1ccccc1Cl, O=Cc1ccccc1Cl, CC(=O)c1ccc(F)c(Cl)c1. Yields the product CC(=O)c1ccc(Sc2ccccc2Cl)c(Cl)c1. RXN SMILES: [Cl:1][c:2]1[c:3]([SH:8])[cH:4][cH:5][cH:6][cH:7]1.[Cl:9][c:10]1[cH:11][cH:12][cH:13][cH:14][c:15]1[CH:16]=[O:17].[F:18][c:19]1[c:20]([Cl:28])[cH:21][c:22]([C:25]([CH3:26])=[O:27])[cH:23][cH:24]1>>[Cl:1][c:2]1[c:3]([S:8][c:19]2[c:20]([Cl:28])[cH:21][c:22]([C:25]([CH3:26])=[O:27])[cH:23][cH:24]2)[cH:4][cH:5][cH:6][cH:7]1.